From a dataset of the Open Reaction Database (ORD), a public repository of structured organic reaction records. describe an organic reaction: reactants, conditions, products, and yield RXN SMILES: [CH3:15][CH:16]([C:17](=[O:18])[OH:19])[CH3:20].[O:1].[OH2:21].[s:2]1[c:3]2[c:4]([cH:5][cH:6]1)[CH:7]([NH:11][C:12]([CH3:13])=[O:14])[CH2:8][CH2:9][CH2:10]2>>[s:2]1[c:3]2[c:4]([cH:5][cH:6]1)[CH:7]([NH:11][C:12]([CH3:13])=[O:14])[CH2:8][CH2:9][C:10]2=[O:19]. Yields the product CC(=O)NC1CCC(=O)c2sccc21. Reactants: CC(C)C(=O)O, O, O, CC(=O)NC1CCCc2sccc21. Reactants: [BH4-], CO, COC(=O)C(C(C)C)N1CC(COc2cccc(Cl)c2)OC1=O, [Li+], C1CCOC1. Yields the product CC(C)C(CO)N1CC(COc2cccc(Cl)c2)OC1=O. As a reaction SMILES: [BH4-:24].[CH3:31][OH:32].[Cl:1][c:2]1[cH:3][c:4]([O:5][CH2:6][CH:7]2[CH2:8][N:9]([CH:13]([C:14](=[O:15])[O:16][CH3:17])[CH:18]([CH3:19])[CH3:20])[C:10](=[O:12])[O:11]2)[cH:21][cH:22][cH:23]1.[Li+:25].[O:26]1[CH2:27][CH2:28][CH2:29][CH2:30]1>>[Cl:1][c:2]1[cH:3][c:4]([O:5][CH2:6][CH:7]2[CH2:8][N:9]([CH:13]([CH2:14][OH:15])[CH:18]([CH3:19])[CH3:20])[C:10](=[O:12])[O:11]2)[cH:21][cH:22][cH:23]1. RXN SMILES: [Cl:1][C:2]1[CH:3]=[C:4]([C:8]2[N:13]=[C:12]([C:14]([OH:16])=O)[CH:11]=[CH:10][C:9]=2[CH3:17])[CH:5]=[CH:6][CH:7]=1.[N:18]1([NH2:24])[CH2:23][CH2:22][CH2:21][CH2:20][CH2:19]1>>[N:18]1([NH:24][C:14]([C:12]2[CH:11]=[CH:10][C:9]([CH3:17])=[C:8]([C:4]3[CH:5]=[CH:6][CH:7]=[C:2]([Cl:1])[CH:3]=3)[N:13]=2)=[O:16])[CH2:23][CH2:22][CH2:21][CH2:20][CH2:19]1. Reported procedure: The title compound was synthesized in analogy to Example 1, using 6-(3-chloro-phenyl)-5-methyl-pyridine-2-carboxylic acid (Example 49 e) and 1-piperidinamine (CAN 2213-43-6) as starting materials, MS (D): 330.1 [M+H]+. The product is N1(CCCCC1)NC(=O)C1=NC(=C(C=C1)C)C1=CC(=CC=C1)Cl (6-(3-Chloro-phenyl)-5-methyl-pyridine-2-carboxylic acid piperidin-1-yl-amide). Starting materials: ClC=1C=C(C=CC1)C1=C(C=CC(=N1)C(=O)O)C (6-(3-chloro-phenyl)-5-methyl-pyridine-2-carboxylic acid), N1(CCCCC1)N (1-piperidinamine), ( D ). Reactants: c1ccc(CN2CC3NCCC32)cc1, CC(C)(C)[O-], Clc1ccc(I)cn1, [Na+]. Yields the product Clc1ccc(N2CCC3C2CN3Cc2ccccc2)cn1. Reaction SMILES: [CH2:1]([c:2]1[cH:3][cH:4][cH:5][cH:6][cH:7]1)[N:8]1[CH:9]2[CH2:10][CH2:11][NH:12][CH:13]2[CH2:14]1.[CH3:23][C:24]([CH3:25])([O-:26])[CH3:27].[Cl:15][c:16]1[n:17][cH:18][c:19]([I:22])[cH:20][cH:21]1.[Na+:28]>>[CH2:1]([c:2]1[cH:3][cH:4][cH:5][cH:6][cH:7]1)[N:8]1[CH:9]2[CH2:10][CH2:11][N:12]([c:19]3[cH:18][n:17][c:16]([Cl:15])[cH:21][cH:20]3)[CH:13]2[CH2:14]1. Starting materials: C(C)(=O)O (acetic acid), O (water), C(C1=CC=CC=C1)OC=1C(=CC(=C(C1)CC#N)[N+](=O)[O-])Cl ((5-benzyloxy-4-chloro-2-nitrophenyl)acetonitrile). The reagents and catalysts are [Pt](=O)=O (platinum (IV) oxide). Solvent: C(C)O (ethanol). Run at time 12 hour. Product: C(C1=CC=CC=C1)OC=1C=C2C=CNC2=CC1Cl (5-Benzyloxy-6-chloro-1H-indole). Yield: 17.7%. Reaction SMILES: [CH2:1]([O:8][C:9]1[C:10]([Cl:21])=[CH:11][C:12]([N+:18]([O-])=O)=[C:13]([CH2:15][C:16]#N)[CH:14]=1)[C:2]1[CH:7]=[CH:6][CH:5]=[CH:4][CH:3]=1.C(O)(=O)C.O>C(O)C.[Pt](=O)=O>[CH2:1]([O:8][C:9]1[CH:14]=[C:13]2[C:12](=[CH:11][C:10]=1[Cl:21])[NH:18][CH:16]=[CH:15]2)[C:2]1[CH:7]=[CH:6][CH:5]=[CH:4][CH:3]=1. Procedure details: To a solution of (5-benzyloxy-4-chloro-2-nitrophenyl)acetonitrile (4.170 g) in ethanol (70 mL) was added platinum (IV) oxide (0.344 g) at room temperature and this mixture was stirred under a hydrogen atmosphere (30-35 psi) for 12 hours. To this reaction mixture were added acetic acid (7 mL) and water (7 mL), and this mixture was stirred under same condition for 24 hours. After this reaction mixture was replaced under argon atmosphere, the insoluble material was removed by filtration. To this fi...